From a dataset of the Open Reaction Database (ORD), a public repository of structured organic reaction records. describe an organic reaction: reactants, conditions, products, and yield The solvent is N1=CC=CC=C1 (pyridine), N1=CC=CC=C1 (pyridine). Isolated yield 52.0%. Procedure: To a mixture of 1,2-bis(4-hydroxymethyl-3,5-dioxopiperazin-1-yl)ethane (0.94 g, 3.0 m mol) and pyridine (25 ml), pivaloyl chloride (0.78 g, 6.5 m mol) dissolved in pyridine (5 ml) was added gradually at 0° C., and then the mixture was stirred for 18 hours at room temperature. The solvent was removed from the reaction mixture under reduced pressure, and the residue was extracted with ethyl acetate (200 ml). The extract solution was washed with a saturated sodium bicarbonate aqueous solution and s... Reactants: OCN1C(CN(CC1=O)CCN1CC(N(C(C1)=O)CO)=O)=O (1,2-bis(4-hydroxymethyl-3,5-dioxopiperazin-1-yl)ethane), C(C(C)(C)C)(=O)Cl (pivaloyl chloride). As a reaction SMILES: [OH:1][CH2:2][N:3]1[C:8](=[O:9])[CH2:7][N:6]([CH2:10][CH2:11][N:12]2[CH2:17][C:16](=[O:18])[N:15]([CH2:19][OH:20])[C:14](=[O:21])[CH2:13]2)[CH2:5][C:4]1=[O:22].[C:23](Cl)(=[O:28])[C:24]([CH3:27])([CH3:26])[CH3:25]>N1C=CC=CC=1>[C:23]([O:20][CH2:19][N:15]1[C:14](=[O:21])[CH2:13][N:12]([CH2:11][CH2:10][N:6]2[CH2:7][C:8](=[O:9])[N:3]([CH2:2][O:1][C:23](=[O:28])[C:24]([CH3:27])([CH3:26])[CH3:25])[C:4](=[O:22])[CH2:5]2)[CH2:17][C:16]1=[O:18])(=[O:28])[C:24]([CH3:27])([CH3:26])[CH3:25]. Run at time 18 hour. Product: C(C(C)(C)C)(=O)OCN1C(CN(CC1=O)CCN1CC(N(C(C1)=O)COC(C(C)(C)C)=O)=O)=O (1,2-Bis(4-pivaloyloxymethyl-3,5-dioxopiperazin-1-yl)ethane). Reactants: CCO, O=C1CCOc2ccc([N+](=O)[O-])cc21, NN. The product is Nc1ccc2c(c1)C(=O)CCO2. RXN SMILES: [CH3:17][CH2:18][OH:19].[N+:1]([O-:2])(=[O:3])[c:4]1[cH:5][c:6]2[c:11]([cH:12][cH:13]1)[O:10][CH2:9][CH2:8][C:7]2=[O:14].[NH2:15][NH2:16]>>[NH2:1][c:4]1[cH:5][c:6]2[c:11]([cH:12][cH:13]1)[O:10][CH2:9][CH2:8][C:7]2=[O:14]. The reactants are NN1C=C(C2=CC(=CC=C12)F)CC(C)(O)C (1-(1-amino-5-fluoroindol-3-yl)-2-methyl-propan-2-ol), CN(C)C=O (DMF), ClC(=O)C(=O)Cl (ClCOCOCl), FC=1C=C(C=CC1)C1=NC=C(C(=N1)C)C(=O)O (2-(3-fluoro-phenyl)-4-methyl-pyrimidine-5-carboxylic acid). Reagents/catalysts: CN(C)C=1C=CN=CC1 (DMAP). Run in C1(=CC=CC=C1)C (Toluene), C(Cl)Cl (DCM), C(=O)([O-])[O-].[Na+].[Na+] (Na2CO3). Run at time 20 minute. Product: FC=1C=C2C(=CN(C2=CC1)NC(=O)C=1C(=NC(=NC1)C1=CC(=CC=C1)F)C)CC(C)(C)O (2-(3-fluoro-phenyl)-4-methyl-pyrimidine-5-carboxylic acid [5-fluoro-3-(2-hydroxy-2-methyl-propyl)-indol-1-yl]-amide). Isolated yield 69.4%. RXN SMILES: [F:1][C:2]1[CH:3]=[C:4]([C:8]2[N:13]=[C:12]([CH3:14])[C:11]([C:15]([OH:17])=O)=[CH:10][N:9]=2)[CH:5]=[CH:6][CH:7]=1.CN(C=O)C.ClC(C(Cl)=O)=O.[NH2:29][N:30]1[C:38]2[C:33](=[CH:34][C:35]([F:39])=[CH:36][CH:37]=2)[C:32]([CH2:40][C:41]([CH3:44])([OH:43])[CH3:42])=[CH:31]1>C(Cl)Cl.CN(C1C=CN=CC=1)C.C([O-])([O-])=O.[Na+].[Na+].C1(C)C=CC=CC=1>[F:39][C:35]1[CH:34]=[C:33]2[C:38](=[CH:37][CH:36]=1)[N:30]([NH:29][C:15]([C:11]1[C:12]([CH3:14])=[N:13][C:8]([C:4]3[CH:5]=[CH:6][CH:7]=[C:2]([F:1])[CH:3]=3)=[N:9][CH:10]=1)=[O:17])[CH:31]=[C:32]2[CH2:40][C:41]([OH:43])([CH3:42])[CH3:44] |f:6.7.8|. Procedure details: A solution of 2-(3-fluoro-phenyl)-4-methyl-pyrimidine-5-carboxylic acid (250 mg, 1.07 mmol) in DCM (10 mL) is cooled to 0° C., treated with DMF (20 μL) and ClCOCOCl (280 μL, 3.21 mmol), and stirred for 20 min. Toluene (10 mL) is added and the mixture is concentrated in vacuo. The residue is dissolved in pyridine (10 mL) and treated with DMAP (5 mg) and 1-(1-amino-5-fluoroindol-3-yl)-2-methyl-propan-2-ol (0.72 mmol). The mixture is stirred at rt for 12 h. The mixture is diluted with saturated aqu... The reactants are CC=1C=C2N(CCC2C(=O)OC(C)C)C1 (isopropyl 1,2-dihydro-6-methyl-3H-pyrrolo[1,2-a]pyrrole-1-carboxylate), CN(C(=O)C1=CC=C(C=C1)C)C (N,N-dimethyl-p-toluamide). Product: C(C)(C)OC(=O)C1C=2N(CC1)C(=C(C2)C)C(=O)C2=CC=C(C=C2)C (isopropyl-5-p-toluoyl-1,2-dihydro-6-methyl-3H-pyrrolo[1,2-a]pyrrole-1-carboxylate). RXN SMILES: [CH3:1][C:2]1[CH:3]=[C:4]2[CH:8]([C:9]([O:11][CH:12]([CH3:14])[CH3:13])=[O:10])[CH2:7][CH2:6][N:5]2[CH:15]=1.CN(C)[C:18]([C:20]1[CH:25]=[CH:24][C:23]([CH3:26])=[CH:22][CH:21]=1)=[O:19]>>[CH:12]([O:11][C:9]([CH:8]1[CH2:7][CH2:6][N:5]2[C:15]([C:18]([C:20]3[CH:25]=[CH:24][C:23]([CH3:26])=[CH:22][CH:21]=3)=[O:19])=[C:2]([CH3:1])[CH:3]=[C:4]12)=[O:10])([CH3:13])[CH3:14]. Procedure: In accordance with the method of Example 8, isopropyl 1,2-dihydro-6-methyl-3H-pyrrolo[1,2-a]pyrrole-1-carboxylate is condensed with N,N-dimethyl-p-toluamide, to produce isopropyl-5-p-toluoyl-1,2-dihydro-6-methyl-3H-pyrrolo[1,2-a]pyrrole-1-carboxylate (XI, R = CH3, R1 = p-CH3, R2 = iC3H7).